Dataset: the Open Reaction Database (ORD), a public repository of structured organic reaction records. Task: describe an organic reaction: reactants, conditions, products, and yield Reactants: CCN1CCC(O)N(c2nnc(OC)s2)C1=O, O=C(Cl)OCCCl, c1ccncc1. The product is CCN1CCC(OC(=O)OCCCl)N(c2nnc(OC)s2)C1=O. Reaction SMILES: [CH3:1][O:2][c:3]1[n:4][n:5][c:6]([N:8]2[C:9](=[O:17])[N:10]([CH2:15][CH3:16])[CH2:11][CH2:12][CH:13]2[OH:14])[s:7]1.[Cl:18][C:19](=[O:20])[O:21][CH2:22][CH2:23][Cl:24].[cH:25]1[cH:26][cH:27][n:28][cH:29][cH:30]1>>[CH3:1][O:2][c:3]1[n:4][n:5][c:6]([N:8]2[C:9](=[O:17])[N:10]([CH2:15][CH3:16])[CH2:11][CH2:12][CH:13]2[O:14][C:19](=[O:20])[O:21][CH2:22][CH2:23][Cl:24])[s:7]1. The reactants are CN(Cc1ccccc1)CC(O)CC#N, CC(C)O, Cl. As a reaction SMILES: [CH3:1][N:2]([CH2:3][c:4]1[cH:5][cH:6][cH:7][cH:8][cH:9]1)[CH2:10][CH:11]([CH2:12][C:13]#[N:14])[OH:15].[CH:17]([OH:18])([CH3:19])[CH3:20].[ClH:16]>>[CH3:1][NH:2][CH2:10][CH:11]([CH2:12][C:13]#[N:14])[OH:15].[ClH:16]. The product is CNCC(O)CC#N, Cl. The reactants are CC(=O)O[BH-](OC(C)=O)OC(C)=O, CC(=O)O, ClCCl, NC1CCC(NC(=O)OCc2ccccc2)CC1, [Na+], O=C1CCOC1. Yields the product O=C(NC1CCC(NC2CCOC2)CC1)OCc1ccccc1. As a reaction SMILES: [C:29]([O:30][BH-:31]([O:32][C:33](=[O:34])[CH3:35])[O:36][C:37](=[O:38])[CH3:39])(=[O:40])[CH3:41].[CH3:25][C:26](=[O:27])[OH:28].[Cl:43][CH2:44][Cl:45].[NH2:1][CH:2]1[CH2:3][CH2:4][CH:5]([NH:8][C:9]([O:10][CH2:11][c:12]2[cH:13][cH:14][cH:15][cH:16][cH:17]2)=[O:18])[CH2:6][CH2:7]1.[Na+:42].[O:19]1[CH2:20][C:21](=[O:24])[CH2:22][CH2:23]1>>[NH:1]([CH:2]1[CH2:3][CH2:4][CH:5]([NH:8][C:9]([O:10][CH2:11][c:12]2[cH:13][cH:14][cH:15][cH:16][cH:17]2)=[O:18])[CH2:6][CH2:7]1)[CH:21]1[CH2:20][O:19][CH2:23][CH2:22]1. The reactants are O (water), [H-].[Na+] (Sodium hydride), C(C)OC1=NNC=C1CCC(=O)OCC (ethyl 3-(3-ethoxy-1H-pyrazol-4-yl)propionate), ClCC1=NC(=CC=C1)OCC=1N=C(OC1C)C1=CC=CC=C1 (2-chloromethyl-6-(5-methyl-2-phenyl-4-oxazolylmethoxy)pyridine). Solvent: CN(C=O)C (N,N-dimethylformamide). Conditions: time 1 hour. Yields the product C(C)OC1=NN(C=C1CCC(=O)OCC)CC1=NC(=CC=C1)OCC=1N=C(OC1C)C1=CC=CC=C1 (ethyl 3-[3-ethoxy-1-[6-(5-methyl-2-phenyl-4-oxazolylmethoxy)-2-pyridylmethyl]-1H-pyrazol-4-yl]propionate). Yield: 89.3%. RXN SMILES: [H-].[Na+].[CH2:3]([O:5][C:6]1[C:10]([CH2:11][CH2:12][C:13]([O:15][CH2:16][CH3:17])=[O:14])=[CH:9][NH:8][N:7]=1)[CH3:4].Cl[CH2:19][C:20]1[CH:25]=[CH:24][CH:23]=[C:22]([O:26][CH2:27][C:28]2[N:29]=[C:30]([C:34]3[CH:39]=[CH:38][CH:37]=[CH:36][CH:35]=3)[O:31][C:32]=2[CH3:33])[N:21]=1.O>CN(C)C=O>[CH2:3]([O:5][C:6]1[C:10]([CH2:11][CH2:12][C:13]([O:15][CH2:16][CH3:17])=[O:14])=[CH:9][N:8]([CH2:19][C:20]2[CH:25]=[CH:24][CH:23]=[C:22]([O:26][CH2:27][C:28]3[N:29]=[C:30]([C:34]4[CH:39]=[CH:38][CH:37]=[CH:36][CH:35]=4)[O:31][C:32]=3[CH3:33])[N:21]=2)[N:7]=1)[CH3:4] |f:0.1|. Procedure: Sodium hydride (60%, oily, 60.0 mg) was added to a solution of ethyl 3-(3-ethoxy-1H-pyrazol-4-yl)propionate (318 mg) and 2-chloromethyl-6-(5-methyl-2-phenyl-4-oxazolylmethoxy)pyridine (472 mg) in N,N-dimethylformamide (10 ml) at 0° C., and the mixture was stirred at room temperature for 1 hour. The reaction mixture was poured into water, and extracted with ethyl acetate. The ethyl acetate layer was washed with saturated aqueous sodium chloride solution, dried (MgSO4), and concentrated. The resid... The reactants are CC1([C@@H]([C@@H]1C#CC(=O)O)C(=O)O[C@@H](C1=CC(=CC=C1)OC1=CC=CC=C1)C#N)C ((S)α-cyano-3-phenoxy-benzyl(1R,cis)2,2-dimethyl-3-(2-carboxyethynyl)-cyclopropane-carboxylate), CC1(CCC1)O (1-methylcyclobutanol). Run at temperature 20 celsius, time 18 hour. Yields the product CC1([C@@H]([C@@H]1C#CC(=O)OC1(CCC1)C)C(=O)O[C@@H](C1=CC(=CC=C1)OC1=CC=CC=C1)C#N)C ((S)α-cyano-3-phenoxy-benzyl(1R,cis)2,2-dimethyl-3-[2-(1-methyl-cyclobutoxycarbonyl)-ethynyl]-cyclopropane-carboxylate). The yield is 58.9%. Reaction SMILES: [CH3:1][C:2]1([CH3:29])[C@@H:4]([C:5]#[C:6][C:7]([OH:9])=[O:8])[C@H:3]1[C:10]([O:12][C@H:13]([C:27]#[N:28])[C:14]1[CH:19]=[CH:18][CH:17]=[C:16]([O:20][C:21]2[CH:26]=[CH:25][CH:24]=[CH:23][CH:22]=2)[CH:15]=1)=[O:11].[CH3:30][C:31]1(O)[CH2:34][CH2:33][CH2:32]1>>[CH3:1][C:2]1([CH3:29])[C@@H:4]([C:5]#[C:6][C:7]([O:9][C:31]2([CH3:30])[CH2:34][CH2:33][CH2:32]2)=[O:8])[C@H:3]1[C:10]([O:12][C@H:13]([C:27]#[N:28])[C:14]1[CH:19]=[CH:18][CH:17]=[C:16]([O:20][C:21]2[CH:26]=[CH:25][CH:24]=[CH:23][CH:22]=2)[CH:15]=1)=[O:11]. Procedure details: Using the procedure of Step A of Example 15, 3.9 g of (S)α-cyano-3-phenoxy-benzyl(1R,cis)2,2-dimethyl-3-(2-carboxyethynyl)-cyclopropane-carboxylate and 4.3 g of 1-methylcyclobutanol were reacted with stirring at 20° C. for 18 hours. The product was chromatographed over silica gel and was eluted with an 85-15 cyclohexane-ethyl acetate mixture to obtain 2.7 g of (S)α-cyano-3-phenoxy-benzyl(1R,cis)2,2-dimethyl-3-[2-(1-methyl-cyclobutoxycarbonyl)-ethynyl]-cyclopropane-carboxylate melting at 76° C. Starting materials: NC=O, O=CO, Nc1nc(-c2cccnc2)c(Cl)s1, N, O. Product: O=CNc1nc(-c2cccnc2)c(Cl)s1. As a reaction SMILES: [CH:14](=[O:15])[NH2:16].[CH:18]([OH:19])=[O:20].[Cl:1][c:2]1[c:3](-[c:8]2[cH:9][n:10][cH:11][cH:12][cH:13]2)[n:4][c:5]([NH2:7])[s:6]1.[NH3:17].[OH2:21]>>[Cl:1][c:2]1[c:3](-[c:8]2[cH:9][n:10][cH:11][cH:12][cH:13]2)[n:4][c:5]([NH:7][CH:14]=[O:15])[s:6]1. Reactants: ClC1=CC=C(C=C1)S(=O)(=O)CC1N(CCCC1)S(=O)(=O)C1=CC=CC=C1 (2-[[(4-chlorophenyl)sulfonyl]methyl]-1-phenylsulfonylpiperidine), C1(=CC=CC=C1)O (phenol). The solvent is Br (hydrobromic acid). Product: Cl.ClC1=CC=C(C=C1)S(=O)(=O)CC1NCCCC1 (2-[[(4-Chlorophenyl)sulfonyl]methyl]piperidine monohydrochloride). Reaction SMILES: [Cl:1][C:2]1[CH:7]=[CH:6][C:5]([S:8]([CH2:11][CH:12]2[CH2:17][CH2:16][CH2:15][CH2:14][N:13]2S(C2C=CC=CC=2)(=O)=O)(=[O:10])=[O:9])=[CH:4][CH:3]=1.C1(O)C=CC=CC=1>Br>[ClH:1].[Cl:1][C:2]1[CH:3]=[CH:4][C:5]([S:8]([CH2:11][CH:12]2[CH2:17][CH2:16][CH2:15][CH2:14][NH:13]2)(=[O:10])=[O:9])=[CH:6][CH:7]=1 |f:3.4|. Reported procedure: A mixture of 45.1 g (0.109 mole) of 2-[[(4-chlorophenyl)sulfonyl]methyl]-1-phenylsulfonylpiperidine and 200 ml of phenol in 200 ml of 48% hydrobromic acid was refluxed for 1 hr. The reaction mixture was quenched in water and 50% sodium hydroxide was added until the solution was basic (pH>10). The mixture was extracted with methylene chloride. The methylene chloride phase was separated, extracted with dilute aqueous sodium hydroxide followed by several portions of dilute sulfuric acid. The acidic... Reactants: OCC[C@@H]1NCC=2NC3=CC=CC=C3C2C1 ((3R)-3-(2-hydroxyethyl)-1,2,3,4-tetrahydro-β-carboline), ClC1=CC=C(CCl)C=C1 (4-chlorobenzyl chloride), [OH-].[Na+] (NaOH), C(=S)=S (CS2). Solvent: C(C)(=O)OCC (ethyl acetate), C(C)O (ethanol). Yields the product OCC[C@@H]1N(CC=2NC3=CC=CC=C3C2C1)C(=S)SCC1=CC=C(C=C1)Cl (4-Chlorobenzyl (3R)-3-(2-hydroxyethyl)-1,2,3,4-tetrahydro-β-carboline-2-carbodithioate). Isolated yield 34.0%. As a reaction SMILES: [OH:1][CH2:2][CH2:3][C@H:4]1[CH2:16][C:15]2[C:14]3[C:9](=[CH:10][CH:11]=[CH:12][CH:13]=3)[NH:8][C:7]=2[CH2:6][NH:5]1.[OH-].[Na+].[C:19](=[S:21])=[S:20].[Cl:22][C:23]1[CH:30]=[CH:29][C:26]([CH2:27]Cl)=[CH:25][CH:24]=1>C(OCC)(=O)C.C(O)C>[OH:1][CH2:2][CH2:3][C@H:4]1[CH2:16][C:15]2[C:14]3[C:9](=[CH:10][CH:11]=[CH:12][CH:13]=3)[NH:8][C:7]=2[CH2:6][N:5]1[C:19]([S:21][CH2:27][C:26]1[CH:29]=[CH:30][C:23]([Cl:22])=[CH:24][CH:25]=1)=[S:20] |f:1.2|. Reported procedure: In the same manner as described in Example 13 by using (3R)-3-(2-hydroxyethyl)-1,2,3,4-tetrahydro-β-carboline (100 mg), 2N NaOH (0.23 ml), CS2 (0.028 ml), 4-chlorobenzyl chloride (82 mg) and 70% ethanol (2.5 ml), there is prepared the title compound (66 mg, 34%) as white powder, [α]D20 -115.8° (c=1.0, ethyl acetate). Mass m/e: 416 (M+), 258 (M+ --p--Cl--C6H4 --CH2SH).